Task: describe an organic reaction: reactants, conditions, products, and yield. Dataset: the Open Reaction Database (ORD), a public repository of structured organic reaction records Starting materials: CCOC(=O)C1(F)C2CC(N)C(NC(=O)OC(C)(C)C)(C(=O)OCC)C21, ClC(Cl)Cl, O=C(Cl)c1ccc(Cl)c(Cl)c1, c1ccncc1. As a reaction SMILES: [CH2:18]([CH3:19])[O:20][C:21](=[O:22])[C:23]1([NH:36][C:37](=[O:38])[O:39][C:40]([CH3:41])([CH3:42])[CH3:43])[CH:24]2[C:25]([C:30](=[O:31])[O:32][CH2:33][CH3:34])([F:35])[CH:26]2[CH2:27][CH:28]1[NH2:29].[CH:44]([Cl:45])([Cl:46])[Cl:47].[Cl:7][c:8]1[cH:9][c:10]([C:11](=[O:12])[Cl:13])[cH:14][cH:15][c:16]1[Cl:17].[cH:1]1[cH:2][cH:3][n:4][cH:5][cH:6]1>>[Cl:7][c:8]1[cH:9][c:10]([C:11](=[O:12])[NH:29][CH:28]2[C:23]([C:21]([O:20][CH2:18][CH3:19])=[O:22])([NH:36][C:37](=[O:38])[O:39][C:40]([CH3:41])([CH3:42])[CH3:43])[CH:24]3[C:25]([C:30](=[O:31])[O:32][CH2:33][CH3:34])([F:35])[CH:26]3[CH2:27]2)[cH:14][cH:15][c:16]1[Cl:17]. The product is CCOC(=O)C1(F)C2CC(NC(=O)c3ccc(Cl)c(Cl)c3)C(NC(=O)OC(C)(C)C)(C(=O)OCC)C21. The reactants are C(C)(=O)OC(C)=O (Acetic anhydride), ON=C1C=2C=C(N(C2CCC1)CC(=O)O)C (2-[4-(hydroxyimino)-2-methyl-4,5,6,7-tetrahydro-1H-indol-1-yl]acetic acid), C(C)(=O)OC(C)=O (acetic anhydride), [I-].[Na+] (sodium iodide). Run in C(C)(=O)O (acetic acid), C=1(C(=CC=CC1)C)C (xylene), C=1(C(=CC=CC1)C)C (xylene), C(C)(=O)O (acetic acid). Conditions: temperature 95 celsius, time 75 minute. Yields the product C(C)(=O)NC1=C2C=C(N(C2=CC=C1)CC(=O)O)C (2-(4-Acetamido-2-methyl-1H-indol-1-yl)acetic acid). As a reaction SMILES: [C:1](OC(=O)C)(=[O:3])[CH3:2].O[N:9]=[C:10]1[CH2:18][CH2:17][CH2:16][C:15]2[N:14]([CH2:19][C:20]([OH:22])=[O:21])[C:13]([CH3:23])=[CH:12][C:11]1=2.[I-].[Na+]>C(O)(=O)C.C1(C)C(C)=CC=CC=1>[C:1]([NH:9][C:10]1[CH:18]=[CH:17][CH:16]=[C:15]2[C:11]=1[CH:12]=[C:13]([CH3:23])[N:14]2[CH2:19][C:20]([OH:22])=[O:21])(=[O:3])[CH3:2] |f:2.3|. Procedure details: Acetic anhydride (1.0 mL, 10.6 mmol) was added to a stirred slurry of 2-[4-(hydroxyimino)-2-methyl-4,5,6,7-tetrahydro-1H-indol-1-yl]acetic acid (2.0 g, 9.0 mmol) in a mixture of acetic acid (10 mL) and xylene (10 mL) at r.t. in reaction flask 1 (mildly exothermic addition) then the mixture was held with stirring for 75 mins. Meanwhile, reaction flask 2 was charged with acetic acid (5 mL), xylene (5 mL), acetic anhydride (2.6 mL, 27.5 mmol), and sodium iodide (270 mg, 1.80 mmol) and the mixture w...